From a dataset of the Open Reaction Database (ORD), a public repository of structured organic reaction records. describe an organic reaction: reactants, conditions, products, and yield The reactants are Cc1ccccc1, CCCCCC1C=Cc2ccc(F)c(F)c2O1. Yields the product CCCCCC1CCc2ccc(F)c(F)c2O1. Reaction SMILES: [CH3:18][c:19]1[cH:20][cH:21][cH:22][cH:23][cH:24]1.[F:1][c:2]1[cH:3][cH:4][c:5]2[c:10]([c:11]1[F:12])[O:9][CH:8]([CH2:13][CH2:14][CH2:15][CH2:16][CH3:17])[CH:7]=[CH:6]2>>[F:1][c:2]1[cH:3][cH:4][c:5]2[c:10]([c:11]1[F:12])[O:9][CH:8]([CH2:13][CH2:14][CH2:15][CH2:16][CH3:17])[CH2:7][CH2:6]2. The reactants are COc1cc(B2OC(C)(C)C(C)(C)O2)ccc1O, Clc1cncc(NC2CCc3ccccc32)n1. The product is COc1cc(-c2cncc(NC3CCc4ccccc43)n2)ccc1O. Reaction SMILES: [CH3:18][O:19][c:20]1[c:21]([OH:35])[cH:22][cH:23][c:24]([B:26]2[O:27][C:28]([CH3:29])([CH3:30])[C:31]([CH3:32])([CH3:33])[O:34]2)[cH:25]1.[Cl:1][c:2]1[cH:3][n:4][cH:5][c:6]([NH:8][CH:9]2[CH2:10][CH2:11][c:12]3[cH:13][cH:14][cH:15][cH:16][c:17]32)[n:7]1>>[c:2]1(-[c:24]2[cH:23][cH:22][c:21]([OH:35])[c:20]([O:19][CH3:18])[cH:25]2)[cH:3][n:4][cH:5][c:6]([NH:8][CH:9]2[CH2:10][CH2:11][c:12]3[cH:13][cH:14][cH:15][cH:16][c:17]32)[n:7]1. The reactants are C(C)(C)(C)C=1C=C2C=NN(C(C2=C(C1)F)=O)C1=C(COC(C)=O)C(=CC=C1)C1=NN(C(C(=C1)[Si](C)(C)C)=O)C (acetic acid 2-(6-tert-butyl-8-fluoro-1-oxo-1H-phthalazin-2-yl)-6-(1-methyl-6-oxo-5-trimethylsilanyl-1,6-dihydro-pyridazin-3-yl)-benzyl ester), BrBr (bromine), BrBr (bromine), [Br-].[K+] (potassium bromide), C(C)(=O)[O-].[K+] (potassium acetate), BrBr (bromine). Run at time 2 minute. The product is BrC1=CC(=NN(C1=O)C)C1=C(COC(C)=O)C(=CC=C1)N1C(C2=C(C=C(C=C2C=N1)C(C)(C)C)F)=O.C(C)(=O)O (acetic acid acetic acid 2-(5-bromo-1-methyl-6-oxo-1,6-dihydro-pyridazin-3-yl)-6-(6-tert-butyl-8-fluoro-1-oxo-1H-phthalazin-2-yl)-benzyl ester). Isolated yield 67.0%. Reaction SMILES: [C:1]([C:5]1[CH:6]=[C:7]2[C:12](=[C:13]([F:15])[CH:14]=1)[C:11](=[O:16])[N:10]([C:17]1[CH:27]=[CH:26][CH:25]=[C:24]([C:28]3[CH:33]=[C:32]([Si](C)(C)C)[C:31](=[O:38])[N:30]([CH3:39])[N:29]=3)[C:18]=1[CH2:19][O:20][C:21](=[O:23])[CH3:22])[N:9]=[CH:8]2)([CH3:4])([CH3:3])[CH3:2].[Br-:40].[K+].[C:42]([O-:45])(=[O:44])[CH3:43].[K+].BrBr>>[Br:40][C:32]1[C:31](=[O:38])[N:30]([CH3:39])[N:29]=[C:28]([C:24]2[CH:25]=[CH:26][CH:27]=[C:17]([N:10]3[N:9]=[CH:8][C:7]4[C:12](=[C:13]([F:15])[CH:14]=[C:5]([C:1]([CH3:3])([CH3:2])[CH3:4])[CH:6]=4)[C:11]3=[O:16])[C:18]=2[CH2:19][O:20][C:21](=[O:23])[CH3:22])[CH:33]=1.[C:42]([OH:45])(=[O:44])[CH3:43] |f:1.2,3.4,6.7|. Reported procedure: In round bottom flask with reflux condenser was placed 2.54 g acetic acid 2-(6-tert-butyl-8-fluoro-1-oxo-1H-phthalazin-2-yl)-6-(1-methyl-6-oxo-5-trimethylsilanyl-1,6-dihydro-pyridazin-3-yl)-benzyl ester, 5.51 g potassium bromide, 4.55 g potassium acetate, followed by ca 18.4908 g bromine. The mixture warmed on addition of the bromine. The mixture was stirred for 2 minutes at room temperature, then set in a bath at 55° C. and stirred. A stopper was placed lightly in the top of the reflux condense...